Dataset: the Open Reaction Database (ORD), a public repository of structured organic reaction records. Task: describe an organic reaction: reactants, conditions, products, and yield Starting materials: ClC1=C(C(=O)O)C=CC=C1Cl (2,3-dichlorobenzoic acid), CC1(CCN(CC1)C(CN)C=1C=NC(=NC1)C(F)(F)F)C (2-(4,4-dimethylpiperidin-1-yl)-2-(2-(trifluoromethyl)pyrimidin-5-yl)ethanamine). Product: ClC1=C(C(=O)NCC(C=2C=NC(=NC2)C(F)(F)F)N2CCC(CC2)(C)C)C=CC=C1Cl (2,3-dichloro-N-(2-(4,4-dimethylpiperidin-1-yl)-2-(2-(trifluoromethyl)pyrimidin-5-yl)ethyl)benzamide). As a reaction SMILES: [Cl:1][C:2]1[C:10]([Cl:11])=[CH:9][CH:8]=[CH:7][C:3]=1[C:4]([OH:6])=O.[CH3:12][C:13]1([CH3:32])[CH2:18][CH2:17][N:16]([CH:19]([C:22]2[CH:23]=[N:24][C:25]([C:28]([F:31])([F:30])[F:29])=[N:26][CH:27]=2)[CH2:20][NH2:21])[CH2:15][CH2:14]1>>[Cl:1][C:2]1[C:10]([Cl:11])=[CH:9][CH:8]=[CH:7][C:3]=1[C:4]([NH:21][CH2:20][CH:19]([N:16]1[CH2:17][CH2:18][C:13]([CH3:32])([CH3:12])[CH2:14][CH2:15]1)[C:22]1[CH:23]=[N:24][C:25]([C:28]([F:30])([F:31])[F:29])=[N:26][CH:27]=1)=[O:6]. Procedure details: From 2,3-dichlorobenzoic acid and 2-(4,4-dimethylpiperidin-1-yl)-2-(2-(trifluoromethyl)pyrimidin-5-yl)ethanamine. Reactants: [H-].[H-].COCCO[Al+2]OCCOC (Bis (2-methoxyethoxy)aluminium dihydride), C1(=CC=CC=C1)C (toluene), Cl (HCl), C(C)N1[C@@H](CCC1)C(=O)N ((S)-1-ethyl-2-pyrrolidinecarboxamide). Run in O (H2O), O (Water). Yield: 131.6%. Procedure details: Bis (2-methoxyethoxy)aluminium dihydride (203.4 g, 0.70 mol, approx. 70% solution in toluene) and toluene (80 ml, dried over molecular sieves A) were added to a three-necked round-bottomed flask. The temperature in the flask was increased to 40° C. and then (S)-1-ethyl-2-pyrrolidinecarboxamide (21.0 g, 0.147 mol, 95% purity on GC) was added spoonwise during 45 min. In order to maintain the temperature at approx. 40° C., cooling was necessary during the addition. The temperature was decreased bel... Reaction conditions: temperature 40 celsius. As a reaction SMILES: [H-].[H-].COCCO[Al+2]OCCOC.C1(C)C=CC=CC=1.[CH2:21]([N:23]1[CH2:27][CH2:26][CH2:25][C@H:24]1[C:28]([NH2:30])=O)[CH3:22].Cl>O>[NH2:30][CH2:28][C@@H:24]1[CH2:25][CH2:26][CH2:27][N:23]1[CH2:21][CH3:22] |f:0.1.2|. Yields the product NC[C@H]1N(CCC1)CC ((-)-(S)-2-Aminomethyl-1-ethylpyrrolidine). Reactants: COCOC1=C(C(=CC=C1)OCOC)B(O)O (2,6-Di(methoxymethoxy)benzeneboronic acid), C(C)OC([C@@H](NC(C1=C(C=CC=C1Cl)Cl)=O)CC1=CC=C(C=C1)OS(=O)(=O)C(F)(F)F)=O (N-(2,6-dichlorobenzoyl)-O-(trifluoromethanesulfonyl)-L-tyrosine ethyl ester). The product is C(C)OC([C@@H](NC(C1=C(C=CC=C1Cl)Cl)=O)CC1=CC=C(C=C1)C1=C(C=CC=C1OCOC)OCOC)=O (N-(2,6-dichlorobenzoyl)-4-[2,6-di(methoxymethoxy)phenyl]-L-phenylalanine ethyl ester). As a reaction SMILES: [CH3:1][O:2][CH2:3][O:4][C:5]1[CH:10]=[CH:9][CH:8]=[C:7]([O:11][CH2:12][O:13][CH3:14])[C:6]=1B(O)O.[CH2:18]([O:20][C:21](=[O:49])[C@H:22]([CH2:34][C:35]1[CH:40]=[CH:39][C:38](OS(C(F)(F)F)(=O)=O)=[CH:37][CH:36]=1)[NH:23][C:24](=[O:33])[C:25]1[C:30]([Cl:31])=[CH:29][CH:28]=[CH:27][C:26]=1[Cl:32])[CH3:19]>>[CH2:18]([O:20][C:21](=[O:49])[C@H:22]([CH2:34][C:35]1[CH:40]=[CH:39][C:38]([C:6]2[C:5]([O:4][CH2:3][O:2][CH3:1])=[CH:10][CH:9]=[CH:8][C:7]=2[O:11][CH2:12][O:13][CH3:14])=[CH:37][CH:36]=1)[NH:23][C:24](=[O:33])[C:25]1[C:26]([Cl:32])=[CH:27][CH:28]=[CH:29][C:30]=1[Cl:31])[CH3:19]. Procedure details: 2,6-Di(methoxymethoxy)benzeneboronic acid (0.25 g) was coupled with N-(2,6-dichlorobenzoyl)-O-(trifluoromethanesulfonyl)-L-tyrosine ethyl ester in a similar procedure as described in Example 5-3) to afford N-(2,6-dichlorobenzoyl)-4-[2,6-di(methoxymethoxy)phenyl]-L-phenylalanine ethyl ester. ESMS: m/z 562 (MH+). Reactants: CCN(CC)C(=O)NC1C=C2c3cccc4c3c(c(Br)n4[Si](C)(C)C(C)(C)C)CC2N(C)C1, [Li]C(C)(C)C, [Li]CCCC, CCCCCC, CN([SiH](C)C)[Si](C)(C)C, CN(C)CCN(C)C, CO, Cc1ccccc1, O, O=S(=O)(O)C(F)(F)F. Yields the product CCN(CC)C(=O)NC1C=C2c3cccc4c3c(c(C)n4[Si](C)(C)C(C)(C)C)CC2N(C)C1. Reaction SMILES: [Br:21][c:22]1[c:23]2[c:44]3[c:31]([cH:32][cH:33][cH:34][c:35]3[n:36]1[Si:37]([CH3:38])([CH3:39])[C:40]([CH3:41])([CH3:42])[CH3:43])[C:30]1=[CH:29][CH:28]([NH:45][C:46]([N:47]([CH2:48][CH3:49])[CH2:50][CH3:51])=[O:52])[CH2:27][N:26]([CH3:53])[CH:25]1[CH2:24]2.[C:62]([Li:63])([CH3:64])([CH3:65])[CH3:66].[CH2:16]([Li:17])[CH2:18][CH2:19][CH3:20].[CH3:10][CH2:11][CH2:12][CH2:13][CH2:14][CH3:15].[CH3:1][SiH:2]([CH3:3])[N:4]([CH3:5])[Si:6]([CH3:7])([CH3:8])[CH3:9].[CH3:54][N:55]([CH3:56])[CH2:57][CH2:58][N:59]([CH3:60])[CH3:61].[CH3:75][OH:76].[CH3:78][c:79]1[cH:80][cH:81][cH:82][cH:83][cH:84]1.[OH2:77].[OH:67][S:68]([C:69]([F:70])([F:71])[F:72])(=[O:73])=[O:74]>>[CH3:1][c:22]1[c:23]2[c:44]3[c:31]([cH:32][cH:33][cH:34][c:35]3[n:36]1[Si:37]([CH3:38])([CH3:39])[C:40]([CH3:41])([CH3:42])[CH3:43])[C:30]1=[CH:29][CH:28]([NH:45][C:46]([N:47]([CH2:48][CH3:49])[CH2:50][CH3:51])=[O:52])[CH2:27][N:26]([CH3:53])[CH:25]1[CH2:24]2. Reactants: COc1ccc(C23Cn4c(Br)ccc4C(=O)N2CCN3)cc1, C1CCOC1, C1COCCO1, CB1OB(C)OB(C)O1, ClCCl, [F-], [K+], O. Yields the product COc1ccc(C23Cn4c(C)ccc4C(=O)N2CCN3)cc1. Reaction SMILES: [Br:1][c:2]1[cH:3][cH:4][c:5]2[n:6]1[CH2:7][C:8]1([c:15]3[cH:16][cH:17][c:18]([O:21][CH3:22])[cH:19][cH:20]3)[N:9]([C:10]2=[O:11])[CH2:12][CH2:13][NH:14]1.[CH2:37]1[O:38][CH2:39][CH2:40][CH2:41]1.[CH2:42]1[O:43][CH2:44][CH2:45][O:46][CH2:47]1.[CH3:26][B:27]1[O:28][B:29]([CH3:30])[O:31][B:32]([CH3:33])[O:34]1.[Cl:23][CH2:24][Cl:25].[F-:35].[K+:36].[OH2:48]>>[c:2]1([CH3:24])[cH:3][cH:4][c:5]2[n:6]1[CH2:7][C:8]1([c:15]3[cH:16][cH:17][c:18]([O:21][CH3:22])[cH:19][cH:20]3)[N:9]([C:10]2=[O:11])[CH2:12][CH2:13][NH:14]1. The reactants are C(C1=CC=CC=C1)OC(NC(C(C)(C)C)C(=O)N1C2C(CC1)NCC2OC2=CC(=C(C=C2)F)F)=O ({1-[6-(3,4-Difluoro-phenoxy)-hexahydro-pyrrolo[3,2-b]pyrrole-1-carbonyl]-2,2-dimethyl-propyl}-carbamic acid benzyl ester), O1CCC(CC1)=O (tetrahydro-4H-pyran-4-one), CC(=O)O (HOAc), C(C)(=O)O[BH-](OC(C)=O)OC(C)=O.[Na+] (sodium triacetoxyborohydride). The solvent is ClCCCl (1,2-dichloroethane), CCOC(=O)C (EtOAc). Reaction conditions: time 12 hour. Yields the product C(C1=CC=CC=C1)OC(NC(C(C)(C)C)C(=O)N1C2C(CC1)NCC2OC2=CC(=C(C=C2)F)F)=O ({1-[6-(3,4-Difluoro-phenoxy)-hexahydro-pyrrolo[3,2-b]pyrrole-1-carbonyl]-2,2-dimethyl-propyl}-carbamic acid benzyl ester), C(C1=CC=CC=C1)OC(NC(C(C)(C)C)C(=O)N1C2C(CC1)N(CC2OC2=CC(=C(C=C2)F)F)C2CCOCC2)=O ({1-[6-(3,4-Difluoro-phenoxy)-4-(tetrahydro-pyran-4-yl)-hexahydro-pyrrolo[3,2-b]pyrrole-1-carbonyl]-2,2-dimethyl-propyl}-carbamic acid benzyl ester). Reaction SMILES: [CH2:1]([O:8][C:9](=[O:35])[NH:10][CH:11]([C:16]([N:18]1[CH2:22][CH2:21][CH:20]2[NH:23][CH2:24][CH:25]([O:26][C:27]3[CH:32]=[CH:31][C:30]([F:33])=[C:29]([F:34])[CH:28]=3)[CH:19]12)=[O:17])[C:12]([CH3:15])([CH3:14])[CH3:13])[C:2]1[CH:7]=[CH:6][CH:5]=[CH:4][CH:3]=1.[O:36]1[CH2:41][CH2:40][C:39](=O)[CH2:38][CH2:37]1.CC(O)=O.C(O[BH-](OC(=O)C)OC(=O)C)(=O)C.[Na+]>ClCCCl.CCOC(C)=O>[CH2:1]([O:8][C:9](=[O:35])[NH:10][CH:11]([C:16]([N:18]1[CH2:22][CH2:21][CH:20]2[NH:23][CH2:24][CH:25]([O:26][C:27]3[CH:32]=[CH:31][C:30]([F:33])=[C:29]([F:34])[CH:28]=3)[CH:19]12)=[O:17])[C:12]([CH3:15])([CH3:14])[CH3:13])[C:2]1[CH:7]=[CH:6][CH:5]=[CH:4][CH:3]=1.[CH2:1]([O:8][C:9](=[O:35])[NH:10][CH:11]([C:16]([N:18]1[CH2:22][CH2:21][CH:20]2[N:23]([CH:39]3[CH2:40][CH2:41][O:36][CH2:37][CH2:38]3)[CH2:24][CH:25]([O:26][C:27]3[CH:32]=[CH:31][C:30]([F:33])=[C:29]([F:34])[CH:28]=3)[CH:19]12)=[O:17])[C:12]([CH3:15])([CH3:14])[CH3:13])[C:2]1[CH:7]=[CH:6][CH:5]=[CH:4][CH:3]=1 |f:3.4|. Procedure: Secondary amine 24 (200 mg, 0.41 mmol) was dissolved in 1,2-dichloroethane (4 mL) at ambient temperature and tetrahydro-4H-pyran-4-one (84 μL, 0.90 mmol), HOAc (50 μL, 0.82 mmol), and sodium triacetoxyborohydride (172 mg, 0.78 mmol) were added. After 12 h, the reaction mixture was diluted with EtOAc, washed successively with saturated aqueous NaHCO3 (3×), and brine, dried over anhydrous Na2SO4, filtered, and concentrated. The crude orange mixture was purified by reverse-phase HPLC (2″ Dynamax® C...